Dataset: the Open Reaction Database (ORD), a public repository of structured organic reaction records. Task: describe an organic reaction: reactants, conditions, products, and yield Isolated yield 84.3%. The product is ClC1=CC=C(C=C1)N1C(C(CC1)C(=O)OCC)=O (1-(4-chlorophenyl)-3-ethoxycarbonyl-2-pyrrolidinone). Reaction SMILES: [H-].[Na+].[C:3](=[O:10])([O:7][CH2:8][CH3:9])OCC.[Cl:11][C:12]1[CH:17]=[CH:16][C:15]([N:18]2[CH2:22][CH2:21][CH2:20][C:19]2=[O:23])=[CH:14][CH:13]=1.Cl>O1CCCC1.CCCCCC>[Cl:11][C:12]1[CH:17]=[CH:16][C:15]([N:18]2[CH2:22][CH2:21][CH:20]([C:3]([O:7][CH2:8][CH3:9])=[O:10])[C:19]2=[O:23])=[CH:14][CH:13]=1 |f:0.1|. Solvent: O1CCCC1 (tetrahydrofuran), CCCCCC (n-hexane), O1CCCC1 (tetrahydrofuran). The reactants are ClC1=CC=C(C=C1)N1C(CCC1)=O (1-(4-chlorophenyl)-2-pyrrolidinone), ice water, [H-].[Na+] (sodium hydride), C(OCC)(OCC)=O (diethyl carbonate), Cl (hydrochloric acid). Reported procedure: To a suspension of 25 g of sodium hydride (60% oil dispersion) in 100 mL of tetrahydrofuran was added 37 g of diethyl carbonate. Under reflux, to the mixture was added dropwise a solution of 52.0 g of 1-(4-chlorophenyl)-2-pyrrolidinone in 150 mL of tetrahydrofuran over about 1.5 hours. After refluxing for 4.5 hours, the reaction mixture was cooled, and carefully poured into ice-water. The mixture was made to weakly alkaline with diluted hydrochloric acid and extracted with 300 mL of ethyl acetat...